Task: describe an organic reaction: reactants, conditions, products, and yield. Dataset: the Open Reaction Database (ORD), a public repository of structured organic reaction records Reactants: BrC1=CC=C(C=C1)C1=COC2=C1C=C(C=C2)C (3-(4-bromophenyl)-5-methylbenzofuran), Cl (hydrochloric acid), [Mg] (magnesium), C(=O)=O (carbon dioxide). Run in O1CCCC1 (tetrahydrofuran), O1CCCC1 (tetrahydrofuran). Reaction conditions: temperature 20 celsius, time 3 hour. Yields the product CC=1C=CC2=C(C(=CO2)C=2C=C(C(=O)O)C=CC2)C1 (3-(5-methyl-3-benzofuranyl)benzoic acid). Reaction SMILES: Br[C:2]1[CH:7]=[CH:6][C:5]([C:8]2[C:12]3[CH:13]=[C:14]([CH3:17])[CH:15]=[CH:16][C:11]=3[O:10][CH:9]=2)=[CH:4][CH:3]=1.[Mg].[C:19](=[O:21])=[O:20].Cl>O1CCCC1>[CH3:17][C:14]1[CH:15]=[CH:16][C:11]2[O:10][CH:9]=[C:8]([C:5]3[CH:4]=[C:3]([CH:2]=[CH:7][CH:6]=3)[C:19]([OH:21])=[O:20])[C:12]=2[CH:13]=1. Procedure details: The product of step B in 150 ml. of tetrahydrofuran is added to 5 g. of magnesium turnings in 25 ml. of tetrahydrofuran at a rate sufficient to sustain refluxing. Refluxing is continued for an additional three hours, then the mixture is stirred overnight at about 20° C. To this reaction mixture is added gaseous carbon dioxide over a period of one hour. The mixture is maintained at reflux during the second half hour. The reaction mixture is cooled and cautiously added to 50 ml. of 6N hydrochloric... Starting materials: C(C1=CC=CC=C1)N1CC(CC1)COC1=C(C=CC=C1)OC (1-benzyl-3-(2-methoxyphenoxy)methyl-pyrrolidine), C(=O)[O-].[NH4+] (ammonium formate). Reagents/catalysts: [Pd] (palladium on activated carbon). The solvent is CO (methanol). Yields the product COC1=C(OCC2CNCC2)C=CC=C1 (3-(2-Methoxyphenoxy)methyl-pyrrolidine). Isolated yield 42.6%. As a reaction SMILES: C([N:8]1[CH2:12][CH2:11][CH:10]([CH2:13][O:14][C:15]2[CH:20]=[CH:19][CH:18]=[CH:17][C:16]=2[O:21][CH3:22])[CH2:9]1)C1C=CC=CC=1.C([O-])=O.[NH4+]>[Pd].CO>[CH3:22][O:21][C:16]1[CH:17]=[CH:18][CH:19]=[CH:20][C:15]=1[O:14][CH2:13][CH:10]1[CH2:11][CH2:12][NH:8][CH2:9]1 |f:1.2|. Reported procedure: 5.0 g of 10% palladium on activated carbon were added to a solution of 5.0 g (17 mmol) of 1-benzyl-3-(2-methoxyphenoxy)methyl-pyrrolidine and 10.6 g (0.17 mol) of ammonium formate in 300 ml of methanol and the mixture was heated to reflux for 1 hour. After cooling, the solution was separated from the catalyst by filtration and the filtrate was freed from solvent in vacuo. The residue was rendered basic using 1N NaOH and the mixture was extracted using ether. After drying and evaporating, 1.5 g (... The reactants are COC=1C=C(C=CC1)CCCC(CCC1(C(CCC1=O)=O)C)=O (2-(6-m-methoxyphenyl-3-oxohexyl)-2-methylcyclopentane-1,3-dione), polyphosphoric acid, O (water). The solvent is C1=CC=CC=C1 (benzene). Product: C[C@]12C(CC=C2C2=C(CC1)C=1C=CC(=CC1CC2)OC)=O (13β-methyl-3-methoxygona-1,3,5(10),8,14-pentaen-17-one). The yield is 75.2%. As a reaction SMILES: [CH3:1][O:2][C:3]1[CH:4]=[C:5]([CH2:9][CH2:10][CH2:11][C:12](=O)[CH2:13][CH2:14][C:15]2([CH3:22])[C:19](=[O:20])[CH2:18][CH2:17][C:16]2=O)[CH:6]=[CH:7][CH:8]=1.O>C1C=CC=CC=1>[CH3:22][C@:15]12[CH2:14][CH2:13][C:12]3[C:6]4[CH:7]=[CH:8][C:3]([O:2][CH3:1])=[CH:4][C:5]=4[CH2:9][CH2:10][C:11]=3[C:16]1=[CH:17][CH2:18][C:19]2=[O:20]. Reported procedure: To 2-(6-m-methoxyphenyl-3-oxohexyl)-2-methylcyclopentane-1,3-dione (3 g) in benzene (100 cc) add polyphosphoric acid (from orthophosphoric acid, 15 g. and phosphorus pentoxide, 6 g.) and heat the mixture at 90° for 4 minutes under such reduced pressure as the need to control frothing will allow. Cool, add water, and extract the mixture with ether and ethyl acetate; isolate the product from the resulting solution to obtain the colorless crystalline 13β-methyl-3-methoxygona-1,3,5(10),8,14-pentaen-... Reactants: O=C([O-])[O-], CI, Cc1cc(=O)oc2c(C)c(O)ccc12, CC(C)=O, [K+], [K+], [Na+], [OH-]. The product is COc1ccc2c(C)cc(=O)oc2c1C. Reaction SMILES: [C:17](=[O:18])([O-:19])[O-:20].[CH3:15][I:16].[CH3:1][c:2]1[cH:3][c:4](=[O:14])[o:5][c:6]2[c:7]([CH3:13])[c:8]([OH:12])[cH:9][cH:10][c:11]12.[CH3:23][C:24](=[O:25])[CH3:26].[K+:21].[K+:22].[Na+:28].[OH-:27]>>[CH3:1][c:2]1[cH:3][c:4](=[O:14])[o:5][c:6]2[c:7]([CH3:13])[c:8]([O:12][CH3:17])[cH:9][cH:10][c:11]12. Starting materials: C(C)(C)(C)OC(=O)N1CCC(CC1)OC=1C=C(C(=O)O)C=CC1 (3-(1-tert-butoxycarbonylpiperidin-4-yloxy)benzoic acid), NCC=1C=C(C(=O)NC2=CC(=CC=C2)N2CCOCC2)C=CC1 (3-aminomethyl-N-(3-morpholinophenyl)benzamide). Product: C(C)(C)(C)OC(=O)N1CCC(CC1)OC=1C=C(C(=O)NC=2C=C(C(=O)NC3=CC(=CC=C3)N3CCOCC3)C=CC2C)C=CC1 (3-[3-(1-tert-butoxycarbonylpiperidin-4-yloxy)benzamido]4-methyl-N-(3-morpholinophenyl)benzamide). Yield: 42.0%. RXN SMILES: [C:1]([O:5][C:6]([N:8]1[CH2:13][CH2:12][CH:11]([O:14][C:15]2[CH:16]=[C:17]([CH:21]=[CH:22][CH:23]=2)[C:18](O)=[O:19])[CH2:10][CH2:9]1)=[O:7])([CH3:4])([CH3:3])[CH3:2].NCC1[CH:27]=[C:28]([CH:44]=[CH:45]C=1)[C:29]([NH:31][C:32]1[CH:37]=[CH:36][CH:35]=[C:34]([N:38]2[CH2:43][CH2:42][O:41][CH2:40][CH2:39]2)[CH:33]=1)=[O:30]>>[C:1]([O:5][C:6]([N:8]1[CH2:9][CH2:10][CH:11]([O:14][C:15]2[CH:16]=[C:17]([CH:21]=[CH:22][CH:23]=2)[C:18]([NH:8][C:9]2[CH:27]=[C:28]([CH:44]=[CH:45][C:10]=2[CH3:11])[C:29]([NH:31][C:32]2[CH:37]=[CH:36][CH:35]=[C:34]([N:38]3[CH2:39][CH2:40][O:41][CH2:42][CH2:43]3)[CH:33]=2)=[O:30])=[O:19])[CH2:12][CH2:13]1)=[O:7])([CH3:4])([CH3:2])[CH3:3]. Reported procedure: Using an analogous procedure to that described in Example 18, 3-(1-tert-butoxycarbonylpiperidin-4-yloxy)benzoic acid was reacted with 3-aminomethyl-N-(3-morpholinophenyl)benzamide to give 3-[3-(1-tert-butoxycarbonylpiperidin-4-yloxy)benzamido]4-methyl-N-(3-morpholinophenyl)benzamide in 42% yield; NMR Spectrum: (DMSOd6) 1.38 (s, 9H), 1.54 (m, 2H), 1.91 (m, 2H), 2.27 (s, 3H), 3.06 (t, 4H), 3.2 (m, 2H), 3.64 (m, 2H), 3.72 (t, 4H), 5.01 (m, 1H), 6.66 (m, 1H), 7.18 (m, 2H), 7.28 (d, 1H), 7.4 (m, 3H),... Conditions: temperature -78 celsius, time 20 minute. The product is ClC=1C(=C(C=O)C(=CC1)OC)F (3-chloro-2-fluoro-6-methoxy-benzaldehyde). Procedure: To a solution of 4-chloro-3-fluoroanisole (10.2 g, 63.5 mmol, Oakwood) in tetrahydrofuran (100 mL) at −78° C. was added lithium diisopropyl amine (42.3 mL, 1.8 M in THF, 76.2 mmol) dropwise during a period of 15 min. The mixture was stirred at −78° C. for another 20 mins. Then N,N-dimethyl-formamide (5.9 mL, 76.2 mmol) was added in one portion. The mixture was stirred at −78° C. for 10 min, then quenched with acetic acid (15.6 g, 254 mmol) and followed by the addition of water (80 mL). The mixtu... The reactants are ClC1=C(C=C(C=C1)OC)F (4-chloro-3-fluoroanisole), C(C)(C)NC(C)C.[Li] (lithium diisopropyl amine), C(C)(=O)O (acetic acid), CN(C=O)C (N,N-dimethyl-formamide). Reaction SMILES: [Cl:1][C:2]1[CH:7]=[CH:6][C:5]([O:8][CH3:9])=[CH:4][C:3]=1[F:10].C(NC(C)C)(C)C.[Li].CN(C)[CH:21]=[O:22].C(O)(=O)C>O1CCCC1.O>[Cl:1][C:2]1[C:3]([F:10])=[C:4]([C:5]([O:8][CH3:9])=[CH:6][CH:7]=1)[CH:21]=[O:22] |f:1.2,^1:17|. Run in O1CCCC1 (tetrahydrofuran), O (water). Yield: 83.5%.